Dataset: the Open Reaction Database (ORD), a public repository of structured organic reaction records. Task: describe an organic reaction: reactants, conditions, products, and yield RXN SMILES: [CH3:1][O:2][C:3]1[CH:4]=[C:5]2[C:9](=[CH:10][CH:11]=1)[N:8]([C:12]1[CH:17]=[CH:16][CH:15]=[CH:14][CH:13]=1)[C:7]([C:18]([NH:20][C:21]1[NH:25][N:24]=[N:23][N:22]=1)=[O:19])=[C:6]2[O:26][CH:27]([CH3:29])[CH3:28].[NH2:30][C@H:31]([C:39]([OH:41])=[O:40])[CH2:32][CH2:33][CH2:34][NH:35][C:36](=[NH:38])[NH2:37]>CO.O>[NH2:30][C@H:31]([C:39]([OH:41])=[O:40])[CH2:32][CH2:33][CH2:34][NH:35][C:36](=[NH:37])[NH2:38].[CH3:1][O:2][C:3]1[CH:4]=[C:5]2[C:9](=[CH:10][CH:11]=1)[N:8]([C:12]1[CH:17]=[CH:16][CH:15]=[CH:14][CH:13]=1)[C:7]([C:18]([NH:20][C:21]1[NH:25][N:24]=[N:23][N:22]=1)=[O:19])=[C:6]2[O:26][CH:27]([CH3:29])[CH3:28] |f:4.5|. Solvent: CO (methanol), O (water). Starting materials: COC=1C=C2C(=C(N(C2=CC1)C1=CC=CC=C1)C(=O)NC1=NN=NN1)OC(C)C (5-methoxy-3-(1-methylethoxy)-1-phenyl-N-1H-tetrazol-5-yl-1H-indole-2-carboxamide), N[C@@H](CCCNC(N)=N)C(=O)O (L-arginine). Product: N[C@@H](CCCNC(N)=N)C(=O)O.COC=1C=C2C(=C(N(C2=CC1)C1=CC=CC=C1)C(=O)NC1=NN=NN1)OC(C)C (5-Methoxy-3-(1-methylethoxy)-1-phenyl-N-1H-tetrazol-5-yl-1H-indole-2-carboxamide L-arginate salt). Procedure details: A suspension of 2.76 g (0.007 mole) of 5-methoxy-3-(1-methylethoxy)-1-phenyl-N-1H-tetrazol-5-yl-1H-indole-2-carboxamide in 40 ml of methanol was warmed on a steam bath and treated with a solution of 1.22 g (0.007 mole) of L-arginine dissolved in a minimum of hot water. The mixture was digested until nearly one phase and filtered hot. Cooling to room temperature resulted in precipitation of the arginine salt product. The solid was filtered and washed several times with cold acetone to yield 2.77 ... The reactants are NC1=NC(=CC=C1C=O)CO (2-amino-6-hydroxymethyl-pyridine-3-carbaldehyde), [N+](=[N-])=C(C(C)=O)P(OC)(OC)=O (dimethyl (1-diazo-2-oxopropyl)phosphonate), C([O-])([O-])=O.[K+].[K+] (potassium carbonate), [Cl-].[NH4+] (ammonium chloride), [Cl-].[Na+] (sodium chloride). Solvent: CO (methanol). Reaction conditions: temperature 0 celsius, time 10 minute. The product is NC1=C(C=CC(=N1)CO)C#C ((6-Amino-5-ethynyl-pyridin-2-yl)-methanol). The yield is 79.8%. RXN SMILES: [NH2:1][C:2]1[C:7]([CH:8]=O)=[CH:6][CH:5]=[C:4]([CH2:10][OH:11])[N:3]=1.[N+](=[C:14](P(=O)(OC)OC)C(=O)C)=[N-].C(=O)([O-])[O-].[K+].[K+].[Cl-].[NH4+].[Cl-].[Na+]>CO>[NH2:1][C:2]1[N:3]=[C:4]([CH2:10][OH:11])[CH:5]=[CH:6][C:7]=1[C:8]#[CH:14] |f:2.3.4,5.6,7.8|. Procedure details: To a mixture of 2-amino-6-hydroxymethyl-pyridine-3-carbaldehyde (16 mg, 0.11 mmol) described in Manufacturing Example 169-1-1 and methanol (1.5 mL) were added dimethyl (1-diazo-2-oxopropyl)phosphonate (30 mg, 0.16 mmol) and potassium carbonate (23 mg, 0.17 mmol) at −10° C., which was stirred for 10 minutes at 0° C., and then for another 6 hours at room temperature. A saturated ammonium chloride aqueous solution and saturated aqueous sodium chloride were added to the reaction mixture at the same ... The reactants are Cc1ccc(-c2nc3cc(C(=O)Cl)ccc3o2)cc1, ClC(Cl)Cl, [Na+], [OH-], O, O=C(c1ccccc1)c1ccc(O)cc1O. Yields the product Cc1ccc(-c2nc3cc(C(=O)Oc4ccc(C(=O)c5ccccc5)c(O)c4)ccc3o2)cc1. As a reaction SMILES: [CH3:1][c:2]1[cH:3][cH:4][c:5](-[c:8]2[o:9][c:10]3[c:11]([n:12]2)[cH:13][c:14]([C:17](=[O:18])[Cl:19])[cH:15][cH:16]3)[cH:6][cH:7]1.[CH:38]([Cl:39])([Cl:40])[Cl:41].[Na+:37].[OH-:36].[OH2:42].[OH:20][c:21]1[c:22]([C:23](=[O:24])[c:25]2[cH:26][cH:27][cH:28][cH:29][cH:30]2)[cH:31][cH:32][c:33]([OH:35])[cH:34]1>>[CH3:1][c:2]1[cH:3][cH:4][c:5](-[c:8]2[o:9][c:10]3[c:11]([n:12]2)[cH:13][c:14]([C:17](=[O:18])[O:35][c:33]2[cH:32][cH:31][c:22]([C:23](=[O:24])[c:25]4[cH:26][cH:27][cH:28][cH:29][cH:30]4)[c:21]([OH:20])[cH:34]2)[cH:15][cH:16]3)[cH:6][cH:7]1. Starting materials: O=C(Cl)c1ccccc1, O=C1CCCC(=O)C1, O=C([O-])[O-], CC#N, [K+], [K+], c1nc[nH]n1. Product: O=C1CCCC(=O)C1C(=O)c1ccccc1. As a reaction SMILES: [C:15]([c:16]1[cH:17][cH:18][cH:19][cH:20][cH:21]1)(=[O:22])[Cl:23].[C:1]1(=[O:8])[CH2:2][C:3](=[O:7])[CH2:4][CH2:5][CH2:6]1.[C:9](=[O:10])([O-:11])[O-:12].[CH3:29][C:30]#[N:31].[K+:13].[K+:14].[nH:24]1[cH:25][n:26][cH:27][n:28]1>>[C:1]1(=[O:8])[CH:2]([C:15]([c:16]2[cH:17][cH:18][cH:19][cH:20][cH:21]2)=[O:22])[C:3](=[O:7])[CH2:4][CH2:5][CH2:6]1.